This data is from the Open Reaction Database (ORD), a public repository of structured organic reaction records. The task is: describe an organic reaction: reactants, conditions, products, and yield Yields the product CC(CC(=O)O)(CC1=CC(=CC=C1)OC)C (3,3-Dimethyl-4-(3-methoxyphenyl)butanoic acid). Reactants: C(#N)C(C(=O)OCC)C(CC1=CC(=CC=C1)OC)(C)C (ethyl 2-cyano-3,3-dimethyl-4-(3-methoxyphenyl)butanoate), [OH-].[K+] (KOH), O (water). RXN SMILES: C([CH:3]([C:9]([CH3:20])([CH3:19])[CH2:10][C:11]1[CH:16]=[CH:15][CH:14]=[C:13]([O:17][CH3:18])[CH:12]=1)[C:4]([O:6]CC)=[O:5])#N.[OH-].[K+].O>C=C>[CH3:19][C:9]([CH3:20])([CH2:10][C:11]1[CH:16]=[CH:15][CH:14]=[C:13]([O:17][CH3:18])[CH:12]=1)[CH2:3][C:4]([OH:6])=[O:5] |f:1.2|. The solvent is C=C (ethylene). Procedure: A solution of ethyl 2-cyano-3,3-dimethyl-4-(3-methoxyphenyl)butanoate (9.0 g, 0.033 mol) and KOH (9.2 g, 0.163 mol) in ethylene gylcol (100 mL) was heated at 180° C. for 2 days. The solution was cooled to room temperature, poured into water (200 mL) and extracted with ether (100 mL). The organic layer was separated, dried (MgSO4) and evaporated to afford the acid (6.7 g, 0.03 mol)as brown oil, which was used without further purification. 1H NMR (360 MHz, CDCl3) δ 1.06 (6H, s), 2.24 (2H, s), 2.66... The yield is 90.9%. The reactants are 0.C, ice, [NH4+].[OH-] (NH4OH), NC1=NC(C2=NC=NC2=N1)=S (2-aminopurine-6-thione). Solvent: [OH-].[K+] (KOH). Reaction conditions: time 10 minute. Yields the product NC1=NC(=C2NC=NC2=N1)SN (2-Aminopurine-6-sulfenamide). The yield is 36.0%. As a reaction SMILES: [NH4+:1].[OH-].[NH2:3][C:4]1[N:12]=[C:11]2[C:7](=[N:8][CH:9]=[N:10]2)[C:6](=[S:13])[N:5]=1>[OH-].[K+]>[NH2:3][C:4]1[N:12]=[C:11]2[C:7]([NH:8][CH:9]=[N:10]2)=[C:6]([S:13][NH2:1])[N:5]=1 |f:0.1,3.4|. Reported procedure: To an ice-cold 5.25% sodium hypochlorite solution (33.8 mL) was added 7N NH4OH (17.8 mL) and stirred for 10 minutes. A solution of 2-aminopurine-6-thione 1, see A. G. Beaman and R. K. Robins, J. Am. Chem. Soc., 83, 4038, (1961), (1.67 g, 22 mmol) in 2N KOH (11 mL) was added and continued stirring for 25 min at 0.C. The mixture was allowed to stand at 0° C. without stirring for 1.5 h. The precipitate was collected by filtration and washed with small amount of water and EtOH to obtain 1.45 g (36%)... Starting materials: C(C1=CC=CC=C1)OC1=C(C=CC(=C1)C(C(C1=CC=CC=C1)Br)Br)N1CC(NS1(=O)=O)=O (5-[2-benzyloxy-4-(1,2-dibromo-2-phenylethyl)-phenyl]-1,1-dioxo-1,2,5-thiadiazolidin-3-one), C[O-].[Na+] (NaOMe). Solvent: CO.C(Cl)Cl (MeOH methylene chloride). Conditions: time 2 hour. Product: C(C1=CC=CC=C1)OC1=C(C=CC(=C1)C(C(C1=CC=CC=C1)Br)OC)N1CC(NS1(=O)=O)=O (5-[2-Benzyloxy-4-(2-bromo-1-methoxy-2-phenylethyl)-phenyl]-1,1-dioxo-1,2,5-thiadiazolidin-3-one). RXN SMILES: [CH2:1]([O:8][C:9]1[CH:14]=[C:13]([CH:15](Br)[CH:16]([Br:23])[C:17]2[CH:22]=[CH:21][CH:20]=[CH:19][CH:18]=2)[CH:12]=[CH:11][C:10]=1[N:25]1[S:29](=[O:31])(=[O:30])[NH:28][C:27](=[O:32])[CH2:26]1)[C:2]1[CH:7]=[CH:6][CH:5]=[CH:4][CH:3]=1.[CH3:33][O-:34].[Na+]>CO.C(Cl)Cl>[CH2:1]([O:8][C:9]1[CH:14]=[C:13]([CH:15]([O:34][CH3:33])[CH:16]([Br:23])[C:17]2[CH:22]=[CH:21][CH:20]=[CH:19][CH:18]=2)[CH:12]=[CH:11][C:10]=1[N:25]1[S:29](=[O:31])(=[O:30])[NH:28][C:27](=[O:32])[CH2:26]1)[C:2]1[CH:3]=[CH:4][CH:5]=[CH:6][CH:7]=1 |f:1.2,3.4|. Procedure: To a stirred solution of 5-[2-benzyloxy-4-(1,2-dibromo-2-phenylethyl)-phenyl]-1,1-dioxo-1,2,5-thiadiazolidin-3-one (25 mg, 0.043 mmol) in MeOH/methylene chloride (1:1, 4 mL) is added NaOMe (0.17 mL, 0.086 mmol, 0.5M in THF). The solution is stirred at RT for 2 h and the solvent is removed under reduced pressure to give the title compound as a yellow solid. Reactants: BrB(Br)Br, COc1ccccc1CCBr, ClCCl. Product: Oc1ccccc1CCBr. Reaction SMILES: [B:12]([Br:13])([Br:14])[Br:15].[CH3:1][O:2][c:3]1[c:4]([CH2:5][CH2:6][Br:7])[cH:8][cH:9][cH:10][cH:11]1.[Cl:16][CH2:17][Cl:18]>>[OH:2][c:3]1[c:4]([CH2:5][CH2:6][Br:7])[cH:8][cH:9][cH:10][cH:11]1. Starting materials: C12(CC3CC(CC(C1)C3)C2)CO (adamantan-1-ylmethanol), C1CCC12CCC(CC2)CO (spiro[3.5]nonan-7-ylmethanol), ClC=1C(=CC(=C(C(=O)NS(=O)(=O)C)C1)F)F (5-chloro-2,4-difluoro-N-(methylsulfonyl)benzamide), ClC=1C(=CC(=C(C(=O)NS(N(C)C)(=O)=O)C1)F)F (5-chloro-N-(N,N-dimethylsulfamoyl)-2,4-difluorobenzamide). Yields the product ClC=1C(=CC(=C(C(=O)NS(N(C)C)(=O)=O)C1)F)OCC1CCC2(CCC2)CC1 (5-chloro-N—(N,N-dimethylsulfamoyl)-2-fluoro-4-(spiro[3.5]nonan-7-ylmethoxy)-benzamide), solid. The yield is 47.0%. Reaction SMILES: ClC1C(F)=CC(F)=C(C=1)C(NS(C)(=O)=O)=O.[Cl:17][C:18]1[C:19](F)=[CH:20][C:21]([F:33])=[C:22]([CH:32]=1)[C:23]([NH:25][S:26](=[O:31])(=[O:30])[N:27]([CH3:29])[CH3:28])=[O:24].C12(CO)CC3CC(CC(C3)C1)C2.[CH2:47]1[C:50]2([CH2:55][CH2:54][CH:53]([CH2:56][OH:57])[CH2:52][CH2:51]2)[CH2:49][CH2:48]1>>[Cl:17][C:18]1[C:19]([O:57][CH2:56][CH:53]2[CH2:52][CH2:51][C:50]3([CH2:49][CH2:48][CH2:47]3)[CH2:55][CH2:54]2)=[CH:20][C:21]([F:33])=[C:22]([CH:32]=1)[C:23]([NH:25][S:26](=[O:31])(=[O:30])[N:27]([CH3:29])[CH3:28])=[O:24]. Procedure: Following the procedure as described in Example 8 and making variations as required to replace 5-chloro-2,4-difluoro-N-(methylsulfonyl)benzamide with 5-chloro-N-(N,N-dimethylsulfamoyl)-2,4-difluorobenzamide and adamantan-1-ylmethanol with spiro[3.5]nonan-7-ylmethanol, the title compound was obtained as a colorless solid (0.26 g, 47%): 1H NMR (300 MHz, CDCl3) δ 8.61 (br s, 1H), 8.05 (d, J=8.4 Hz, 1H), 6.65 (d, J=13.5 Hz, 1H), 3.82 (d, J=6.3 Hz, 2H), 3.01 (s, 6H), 1.89-1.65 (m, 11H), 1.35-1.04 (m,... The reactants are CC1(CCCCC1)C(=O)Cl (1-methyl-1-cyclohexanecarbonyl chloride), COC1=C(C=CC=C1)N1CCN(CC1)C[C@@H](CC1=NC=CC=C1)NC ((2R)-1-[4-(2-methoxyphenyl)piperazin-1-yl]-N-methyl-3-pyridin-2-ylpropan-2-amine), C([O-])([O-])=O.[K+].[K+] (potassium carbonate). Solvent: ClCCl (dichloromethane), ClCCl (dichloromethane), ClCCl (dichloromethane), O (water). Yields the product COC1=C(C=CC=C1)N1CCN(CC1)C[C@@H](CC1=NC=CC=C1)N(C(=O)C1(CCCCC1)C)C (1-Methyl-cyclohexanecarboxylic acid {(1R)-2-[4-(2-methoxy-phenyl)-piperazin-1-yl]-1-pyridin-2-ylmethyl-ethyl}-methyl-amide). Yield: 56.3%. Reaction SMILES: [CH3:1][O:2][C:3]1[CH:8]=[CH:7][CH:6]=[CH:5][C:4]=1[N:9]1[CH2:14][CH2:13][N:12]([CH2:15][C@H:16]([NH:24][CH3:25])[CH2:17][C:18]2[CH:23]=[CH:22][CH:21]=[CH:20][N:19]=2)[CH2:11][CH2:10]1.C(=O)([O-])[O-].[K+].[K+].[CH3:32][C:33]1([C:39](Cl)=[O:40])[CH2:38][CH2:37][CH2:36][CH2:35][CH2:34]1>ClCCl.O>[CH3:1][O:2][C:3]1[CH:8]=[CH:7][CH:6]=[CH:5][C:4]=1[N:9]1[CH2:14][CH2:13][N:12]([CH2:15][C@H:16]([N:24]([CH3:25])[C:39]([C:33]2([CH3:32])[CH2:38][CH2:37][CH2:36][CH2:35][CH2:34]2)=[O:40])[CH2:17][C:18]2[CH:23]=[CH:22][CH:21]=[CH:20][N:19]=2)[CH2:11][CH2:10]1 |f:1.2.3|. Reported procedure: To a solution of (2R)-1-[4-(2-methoxyphenyl)piperazin-1-yl]-N-methyl-3-pyridin-2-ylpropan-2-amine (90 mg.; 0.26 mmol, from Example 17) in dichloromethane (3 mL) at 0° C. was added a solution of potassium carbonate (180 mg.; 1.3 mmol) in water (0.5 mL), followed by a solution of 1-methyl-1-cyclohexanecarbonyl chloride (41 mg.; 0.26 mmol) in dichloromethane (0.5 mL). The reaction mixture was stirred while allowing to warm to ambient temperature over 1 hour, diluted with dichloromethane (5 mL), and...